From a dataset of the Open Reaction Database (ORD), a public repository of structured organic reaction records. describe an organic reaction: reactants, conditions, products, and yield Starting materials: ClC1=CC=C2C(C(NC2=C1)=O)(C1CCNCC1)CC1=CC(=CC=C1)Cl (rac-6-chloro-3-(3-chlorobenzyl)-3-piperidin-4-yl-1,3-dihydro-indol-2-one), N(=C=O)C (isocyanatomethane). Solvent: C(Cl)(Cl)Cl (chloroform). Run at time 16 hour. Yields the product CNC(=O)N1CCC(CC1)C1(C(NC2=CC(=CC=C12)Cl)=O)CC1=CC(=CC=C1)Cl (rac-4-[6-chloro-3-(3-chloro-benzyl)-2-oxo-2,3-dihydro-1H-indol-3-yl]-piperidine-1-carboxylic acid methylamide). Reaction SMILES: [Cl:1][C:2]1[CH:10]=[C:9]2[C:5]([C:6]([CH2:18][C:19]3[CH:24]=[CH:23][CH:22]=[C:21]([Cl:25])[CH:20]=3)([CH:12]3[CH2:17][CH2:16][NH:15][CH2:14][CH2:13]3)[C:7](=[O:11])[NH:8]2)=[CH:4][CH:3]=1.[N:26]([CH3:29])=[C:27]=[O:28]>C(Cl)(Cl)Cl>[CH3:29][NH:26][C:27]([N:15]1[CH2:16][CH2:17][CH:12]([C:6]2([CH2:18][C:19]3[CH:24]=[CH:23][CH:22]=[C:21]([Cl:25])[CH:20]=3)[C:5]3[C:9](=[CH:10][C:2]([Cl:1])=[CH:3][CH:4]=3)[NH:8][C:7]2=[O:11])[CH2:13][CH2:14]1)=[O:28]. Procedure details: To a solution of rac-6-chloro-3-(3-chloro-benzyl)-3-piperidin-4-yl-1,3-dihydro-indol-2-one (30 mg, 0.08 mmol) (from Example 15a supra) in chloroform (2 mL) was added isocyanatomethane (5.4 mg, 0.096 mmol) (Chem. Service). The mixture was stirred at room temperature for 16 hours. The solvent was evaporated and resulting material was recrystallized from dichloromethane-hexanes to give rac-4-[6-chloro-3-(3-chloro-benzyl)-2-oxo-2,3-dihydro-1H-indol-3-yl]-piperidine-1-carboxylic acid methylamide as a... Starting materials: O=C1C=CC(=O)C=C1, O=C(O)C1CCCCC1. Reagents/catalysts: O=S(=O)(O)OOS(=O)(=O)O.N. Solvent: O, O=S(C)C. Run at temperature 40 celsius, time 16 hour. Yields the product O=C1C=CC(=O)C(=C1)C2CCCCC2. Yield: 27.0%.